Dataset: the Open Reaction Database (ORD), a public repository of structured organic reaction records. Task: describe an organic reaction: reactants, conditions, products, and yield The product is S(=O)=O (sulfur dioxide), C1(=CC=CC=C1)SC(C(S(=O)(=O)F)(F)F)(F)F (2-(phenylsulfanyl)-1,1,2,2-tetrafluoroethane-sulfonyl fluoride), liquid. RXN SMILES: [S:1](=[O:3])=[O:2].[C:4]1([S:10][C:11]([C:14]([Si](C)(C)C)([F:16])[F:15])([F:13])[F:12])[CH:9]=[CH:8][CH:7]=[CH:6][CH:5]=1.[F-].[Cs+].[B-](F)(F)(F)[F:24].[B-](F)(F)(F)F.C1[N+]2(CCl)CC[N+](F)(CC2)C1>C(#N)C>[S:1](=[O:3])=[O:2].[C:4]1([S:10][C:11]([F:13])([F:12])[C:14]([F:16])([F:15])[S:1]([F:24])(=[O:3])=[O:2])[CH:9]=[CH:8][CH:7]=[CH:6][CH:5]=1 |f:2.3,4.5.6|. Procedure: A solution of sulfur dioxide was prepared by bubbling sulfur dioxide (1.02 g, 16 mmol) in a solution of anhydrous acetonitrile (20 ml) at ambient temperature. This solution was added to PhSCF2CF2SiMe3 (8 mmol, prepared according to the procedure from example 2) and stirred at ambient temperature under an inert atmosphere. Anhydrous CsF (1.4 g, 9 mmol) was then added to the reaction mixture, which was stirred at ambient temperature overnight. The reaction was monitored by TLC and by 19F NMR (CDCl... Yield: 79.0%. The solvent is C(C)#N (acetonitrile). The reactants are C1(=CC=CC=C1)SC(F)(F)C(F)(F)[Si](C)(C)C (PhSCF2CF2SiMe3), S(=O)=O (sulfur dioxide), [F-].[Cs+] (CsF), [B-](F)(F)(F)F.[B-](F)(F)(F)F.C1C[N+]2(CC[N+]1(CC2)CCl)F (F-TEDA), C1(=CC=CC=C1)SC(F)(F)C(F)(F)[Si](C)(C)C (PhSCF2CF2SiMe3). Starting materials: C(=O)([O-])[O-].[K+].[K+] (K2CO3), COC(C[C@@H]1COC2=C1C=CC(=C2)O[C@@H]2CCC1=C(C=CC(=C21)F)O)=O ({(S)-6-[(R)-7-fluoro-4-hydroxy-indan-1-yloxy]-2,3-dihydro-benzofuran-3-yl}-acetic acid methyl ester), ClC=1SC2=C(N1)C=CC=C2 (2-chloro-benzothiazole), Intermediate 12. Run in C(C)#N (acetonitrile). Product: COC(C[C@@H]1COC2=C1C=CC(=C2)O[C@@H]2CCC1=C(C=CC(=C21)F)OC=2SC1=C(N2)C=CC=C1)=O ({(S)-6-[(R)-4-Benzothiazol-2-yloxy-7-fluoro-indan-1-yloxy]-2,3-dihydro-benzofuran-3-yl}-acetic acid methyl ester). Reaction SMILES: [CH3:1][O:2][C:3](=[O:26])[CH2:4][C@H:5]1[C:9]2[CH:10]=[CH:11][C:12]([O:14][C@H:15]3[C:23]4[C:18](=[C:19]([OH:25])[CH:20]=[CH:21][C:22]=4[F:24])[CH2:17][CH2:16]3)=[CH:13][C:8]=2[O:7][CH2:6]1.Cl[C:28]1[S:29][C:30]2[CH:36]=[CH:35][CH:34]=[CH:33][C:31]=2[N:32]=1.C([O-])([O-])=O.[K+].[K+]>C(#N)C>[CH3:1][O:2][C:3](=[O:26])[CH2:4][C@H:5]1[C:9]2[CH:10]=[CH:11][C:12]([O:14][C@H:15]3[C:23]4[C:18](=[C:19]([O:25][C:28]5[S:29][C:30]6[CH:36]=[CH:35][CH:34]=[CH:33][C:31]=6[N:32]=5)[CH:20]=[CH:21][C:22]=4[F:24])[CH2:17][CH2:16]3)=[CH:13][C:8]=2[O:7][CH2:6]1 |f:2.3.4|. Procedure: The title compound is prepared from {(S)-6-[(R)-7-fluoro-4-hydroxy-indan-1-yloxy]-2,3-dihydro-benzofuran-3-yl}-acetic acid methyl ester and 2-chloro-benzothiazole following a procedure analogous to that described for Intermediate 12; K2CO3 and acetonitrile are used as base and solvent, respectively, at 90° C. LC (method 3): tR=0.78 min; Mass spectrum (ESI+): m/z=492 [M+H]+. The reactants are CCCCCCCCBr, CO, [Na+], [OH-], O, Sc1nc2ccccc2[nH]1. Yields the product CCCCCCCCSc1nc2ccccc2[nH]1. RXN SMILES: [CH2:14]([CH2:15][CH2:16][CH2:17][CH2:18][CH2:19][CH2:20][CH3:21])[Br:22].[CH3:23][OH:24].[Na+:12].[OH-:11].[OH2:13].[SH:1][c:2]1[nH:3][c:4]2[c:5]([n:6]1)[cH:7][cH:8][cH:9][cH:10]2>>[S:1]([c:2]1[n:3][c:4]2[c:5]([nH:6]1)[cH:7][cH:8][cH:9][cH:10]2)[CH2:14][CH2:15][CH2:16][CH2:17][CH2:18][CH2:19][CH2:20][CH3:21]. Reactants: ClC1=NC=2N(C(=C1)C1=CC(=CC=C1)Cl)N=C(C2I)C (5-Chloro-7-(3-chlorophenyl)-3-iodo-2-methylpyrazolo[1,5-a]pyrimidine), CCN(C(C)C)C(C)C (DIPEA), N1[C@@H](CCC1)CO ((S)-2-pyrrolidinemethanol). The solvent is C(C)#N (acetonitrile). Product: ClC=1C=C(C=CC1)C1=CC(=NC=2N1N=C(C2I)C)N2[C@@H](CCC2)CO ((S)-(1-(7-(3-chlorophenyl)-3-iodo-2-methylpyrazolo[1,5-a]pyrimidin-5-yl)pyrrolidin-2-yl)methanol). Isolated yield 130.9%. RXN SMILES: Cl[C:2]1[CH:7]=[C:6]([C:8]2[CH:13]=[CH:12][CH:11]=[C:10]([Cl:14])[CH:9]=2)[N:5]2[N:15]=[C:16]([CH3:19])[C:17]([I:18])=[C:4]2[N:3]=1.CCN(C(C)C)C(C)C.[NH:29]1[CH2:33][CH2:32][CH2:31][C@H:30]1[CH2:34][OH:35]>C(#N)C>[Cl:14][C:10]1[CH:9]=[C:8]([C:6]2[N:5]3[N:15]=[C:16]([CH3:19])[C:17]([I:18])=[C:4]3[N:3]=[C:2]([N:29]3[CH2:33][CH2:32][CH2:31][C@H:30]3[CH2:34][OH:35])[CH:7]=2)[CH:13]=[CH:12][CH:11]=1. Reported procedure: 5-Chloro-7-(3-chlorophenyl)-3-iodo-2-methylpyrazolo[1,5-a]pyrimidine (237 mg), DIPEA (0.2 mL) and (S)-2-pyrrolidinemethanol (120 mg) are stirred at 90° C. for 2 hours in an acetonitrile (15 mL) solvent. The reaction solvent is removed by distillation under reduced pressure. The remainder is purified by column chromatography to yield the target compound (360 mg). 1H NMR (CDCl3, 300 MHz): δ 7.84 (s, 1H), 7.76 (d, J=7.2 Hz, 1H), 7.45 (m, 3H), 6.10 (s, 1H), 4.47 (bs, 1H), 3.83-3.53 (m, 4H), 2.36 (s,... The product is CN(Cc1cccc(-c2ccc(C=O)cc2)c1)C(=O)OC(C)(C)C. Reactants: CN(Cc1cccc(Br)c1)C(=O)OC(C)(C)C, O=C([O-])[O-], Cc1ccccc1, O=Cc1ccc(B(O)O)cc1, [K+], [K+]. As a reaction SMILES: [Br:1][c:2]1[cH:3][c:4]([CH2:5][N:6]([C:7]([O:8][C:9]([CH3:10])([CH3:11])[CH3:12])=[O:13])[CH3:14])[cH:15][cH:16][cH:17]1.[C:29](=[O:30])([O-:31])[O-:32].[CH3:35][c:36]1[cH:37][cH:38][cH:39][cH:40][cH:41]1.[CH:18](=[O:19])[c:20]1[cH:21][cH:22][c:23]([B:26]([OH:27])[OH:28])[cH:24][cH:25]1.[K+:33].[K+:34]>>[c:2]1(-[c:23]2[cH:22][cH:21][c:20]([CH:18]=[O:19])[cH:25][cH:24]2)[cH:3][c:4]([CH2:5][N:6]([C:7]([O:8][C:9]([CH3:10])([CH3:11])[CH3:12])=[O:13])[CH3:14])[cH:15][cH:16][cH:17]1. The reactants are CC=1CS[C@H]2N(C1C(=O)O)C(C2NC(COC2=CC=CC=C2)=O)=O (3-Methyl-7-(2-phenoxyacetamido)ceph-3-em-4-carboxylic acid), C1(=CC=CC=C1)C(=[N+]=[N-])C1=CC=CC=C1 (Diphenyldiazomethane). Solvent: C(Cl)Cl (methylene chloride). The product is CC=1CS[C@H]2N(C1C(=O)OC(C1=CC=CC=C1)C1=CC=CC=C1)C(C2NC(COC2=CC=CC=C2)=O)=O (benzhydryl 3-methyl-7-(2-phenoxyacetamido)ceph-3-em-4-carboxylate). Yield: 19.2%. Reaction SMILES: [CH3:1][C:2]1[CH2:3][S:4][C@@H:5]2[CH:12]([NH:13][C:14](=[O:23])[CH2:15][O:16][C:17]3[CH:22]=[CH:21][CH:20]=[CH:19][CH:18]=3)[C:11](=[O:24])[N:6]2[C:7]=1[C:8]([OH:10])=[O:9].[C:25]1([C:31]([C:34]2[CH:39]=[CH:38][CH:37]=[CH:36][CH:35]=2)=[N+]=[N-])[CH:30]=[CH:29][CH:28]=[CH:27][CH:26]=1>C(Cl)Cl>[CH3:1][C:2]1[CH2:3][S:4][C@@H:5]2[CH:12]([NH:13][C:14](=[O:23])[CH2:15][O:16][C:17]3[CH:18]=[CH:19][CH:20]=[CH:21][CH:22]=3)[C:11](=[O:24])[N:6]2[C:7]=1[C:8]([O:10][CH:31]([C:25]1[CH:30]=[CH:29][CH:28]=[CH:27][CH:26]=1)[C:34]1[CH:39]=[CH:38][CH:37]=[CH:36][CH:35]=1)=[O:9]. Procedure details: 3-Methyl-7-(2-phenoxyacetamido)ceph-3-em-4-carboxylic acid (17.75 g., 51 mmoles) was dissolved in 100 ml. methylene chloride. Diphenyldiazomethane (ca. 75 mmoles) was added dropwise with stirring until purple color persisted in the reaction mixture. After an additional 30 minutes of stirring at room temperature, the methylene chloride was evaporated in vacuo. The residue was taken up in a mixture of 100 ml. of water and further processed according to Preparation 4 to yield benzhydryl 3-methyl-7-... Reactants: CC(C)=O, ClCCN1CCOCC1, Cl, [K+], [K+], O=C(Nc1nc2ccccc2[nH]1)c1cccc([N+](=O)[O-])c1, [Na+], O=C([O-])[O-], O=C([O-])O, CN(C)C=O. Product: O=C(Nc1nc2ccccc2n1CCN1CCOCC1)c1cccc([N+](=O)[O-])c1. Reaction SMILES: [CH3:43][C:44](=[O:45])[CH3:46].[Cl:28][CH2:29][CH2:30][N:31]1[CH2:32][CH2:33][O:34][CH2:35][CH2:36]1.[ClH:27].[K+:37].[K+:38].[N+:1](=[O:2])([O-:3])[c:4]1[cH:5][c:6]([C:7](=[O:8])[NH:9][c:10]2[n:11][c:12]3[c:13]([nH:14]2)[cH:15][cH:16][cH:17][cH:18]3)[cH:19][cH:20][cH:21]1.[Na+:51].[O-:39][C:40]([O-:41])=[O:42].[O-:47][C:48]([OH:49])=[O:50].[O:22]=[CH:23][N:24]([CH3:25])[CH3:26]>>[N+:1](=[O:2])([O-:3])[c:4]1[cH:5][c:6]([C:7](=[O:8])[NH:9][c:10]2[n:11]([CH2:29][CH2:30][N:31]3[CH2:32][CH2:33][O:34][CH2:35][CH2:36]3)[c:12]3[c:13]([n:14]2)[cH:15][cH:16][cH:17][cH:18]3)[cH:19][cH:20][cH:21]1. Yields the product CC(C)(C)C(NS(=O)C(C)(C)C)c1nccs1. The reactants are C1CCOC1, CCCCCC, CC(C)(C)C=NS(=O)C(C)(C)C, [Li]CCCC, c1cscn1. As a reaction SMILES: [CH2:29]1[O:30][CH2:31][CH2:32][CH2:33]1.[CH3:11][CH2:12][CH2:13][CH2:14][CH2:15][CH3:16].[CH3:17][C:18]([CH:19]=[N:20][S:21](=[O:22])[C:23]([CH3:24])([CH3:25])[CH3:26])([CH3:27])[CH3:28].[CH3:6][CH2:7][CH2:8][CH2:9][Li:10].[cH:1]1[cH:2][s:3][cH:4][n:5]1>>[cH:1]1[cH:2][s:3][c:4]([CH:19]([C:18]([CH3:17])([CH3:27])[CH3:28])[NH:20][S:21](=[O:22])[C:23]([CH3:24])([CH3:25])[CH3:26])[n:5]1. Reactants: CCCCCC, CCOC(C)=O, COc1ccc(C2(C)C(=O)Nc3cc(N4CCN(C)CC4)cc(Cl)c3C2=O)cc1, ClCCl. Yields the product CN1CCN(c2cc(Cl)c3c(c2)NC(=O)C(C)(c2ccc(O)cc2)C3=O)CC1. As a reaction SMILES: [CH3:33][CH2:34][CH2:35][CH2:36][CH2:37][CH3:38].[CH3:39][CH2:40][O:41][C:42]([CH3:43])=[O:44].[Cl:1][c:2]1[c:3]2[c:8]([cH:9][c:10]([N:12]3[CH2:13][CH2:14][N:15]([CH3:18])[CH2:16][CH2:17]3)[cH:11]1)[NH:7][C:6](=[O:19])[C:5]([CH3:20])([c:21]1[cH:22][cH:23][c:24]([O:27][CH3:28])[cH:25][cH:26]1)[C:4]2=[O:29].[Cl:30][CH2:31][Cl:32]>>[Cl:1][c:2]1[c:3]2[c:8]([cH:9][c:10]([N:12]3[CH2:13][CH2:14][N:15]([CH3:18])[CH2:16][CH2:17]3)[cH:11]1)[NH:7][C:6](=[O:19])[C:5]([CH3:20])([c:21]1[cH:22][cH:23][c:24]([OH:27])[cH:25][cH:26]1)[C:4]2=[O:29]. The reactants are C(#N)N=C(CC#N)OCC (ethyl N,2-dicyanoacetimidate), C(C=C)NCC=C (diallylamine). The solvent is O1CCCC1 (tetrahydrofuran). Product: C(#N)N=C(CC#N)N(CC=C)CC=C (3-(Cyanoimino)-3-(N,N-diallylamino)propionitrile). As a reaction SMILES: [C:1]([N:3]=[C:4](OCC)[CH2:5][C:6]#[N:7])#[N:2].[CH2:11]([NH:14][CH2:15][CH:16]=[CH2:17])[CH:12]=[CH2:13]>O1CCCC1>[C:1]([N:3]=[C:4]([N:14]([CH2:15][CH:16]=[CH2:17])[CH2:11][CH:12]=[CH2:13])[CH2:5][C:6]#[N:7])#[N:2]. Procedure: A solution of 4.00 g (0.0292 m) ethyl N,2-dicyanoacetimidate and 2.83 g (0.0292 m) diallylamine in 60 ml tetrahydrofuran is stirred at 0° C. for twelve hours. The reaction is concentrated and filtered through silica gel (2% MeOH/CH2Cl2 eluent). The organic phase is concentrated and the residue chromatographed (HPLC, 1"× 40" of 30-50 μ silica gel, 2% MeOH/CH2Cl2) to give product. A minor impurity (200 mg) crystallizes out from CH2Cl2 -C6H12. The residual oil (3.08 g, 56%) has nmr, ir, and mass sp...